Task: describe an organic reaction: reactants, conditions, products, and yield. Dataset: the Open Reaction Database (ORD), a public repository of structured organic reaction records The reactants are Cl.C(C)N (ethylamine hydrochloride), C([O-])([O-])=O.[K+].[K+] (potassium carbonate), ICCCOC1=C(C=C(C=C1)C1=CC=C(C=C1)C(=O)OCC)C1=CC=2C(CCC(C2C=C1)(C)C)(C)C (ethyl 4′-(3-iodopropoxy)-3′-(5,5,8,8-tetramethyl-5,6,7,8-tetrahydronaphth-2-yl)biphenyl-4-carboxylate). The solvent is C(C)O (ethanol). The product is C(C)NCCCOC1=C(C=C(C=C1)C1=CC=C(C=C1)C(=O)OCC)C1=CC=2C(CCC(C2C=C1)(C)C)(C)C (ethyl 4′-(3-ethylaminopropoxy)-3′-(5,5,8,8-tetramethyl-5,6,7,8-tetrahydronaphth-2-yl)biphenyl-4-carboxylate), solid. The yield is 74.0%. RXN SMILES: Cl.[CH2:2]([NH2:4])[CH3:3].C(=O)([O-])[O-].[K+].[K+].I[CH2:12][CH2:13][CH2:14][O:15][C:16]1[CH:21]=[CH:20][C:19]([C:22]2[CH:27]=[CH:26][C:25]([C:28]([O:30][CH2:31][CH3:32])=[O:29])=[CH:24][CH:23]=2)=[CH:18][C:17]=1[C:33]1[CH:42]=[CH:41][C:40]2[C:39]([CH3:44])([CH3:43])[CH2:38][CH2:37][C:36]([CH3:46])([CH3:45])[C:35]=2[CH:34]=1>C(O)C>[CH2:2]([NH:4][CH2:12][CH2:13][CH2:14][O:15][C:16]1[CH:21]=[CH:20][C:19]([C:22]2[CH:23]=[CH:24][C:25]([C:28]([O:30][CH2:31][CH3:32])=[O:29])=[CH:26][CH:27]=2)=[CH:18][C:17]=1[C:33]1[CH:42]=[CH:41][C:40]2[C:39]([CH3:44])([CH3:43])[CH2:38][CH2:37][C:36]([CH3:46])([CH3:45])[C:35]=2[CH:34]=1)[CH3:3] |f:0.1,2.3.4|. Procedure details: In a manner similar to that of Example 1c, by reaction of 1.1 g (13.4 mmol) of ethylamine hydrochloride, 1.85 g (13.4 mmol) of potassium carbonate and 800 mg (1.34 mmol) of ethyl 4′-(3-iodopropoxy)-3′-(5,5,8,8-tetramethyl-5,6,7,8-tetrahydronaphth-2-yl)biphenyl-4-carboxylate (obtained in Example 1b) in 50 ml of ethanol. 511 mg of ethyl 4′-(3-ethylaminopropoxy)-3′-(5,5,8,8-tetramethyl-5,6,7,8-tetrahydronaphth-2-yl)biphenyl-4-carboxylate are obtained in the form of a white solid (m.p.=148° C., yiel... Starting materials: N#CC1=CC=CC(=C1)C(=O)N(CCCCCC)CCCCCC. The reagents and catalysts are O1B(OC(C)(C)C1(C)C)B2OC(C)(C)C(O2)(C)C, O=C(NC=1C=CC=CC1C=2C=NC(=CC2)C3=NC=CC=C3)NC4CCCCC4, C[OH2+].C[OH2+].C1CC=CCCC=C1.C1CC=CCCC=C1.[Ir].[Ir]. Run in C=1C=C(C=CC1C)C. Reaction conditions: temperature 25 celsius, time 16 hour. The product is N#CC=1C=C(C=C(C1)C(=O)N(CCCCCC)CCCCCC)B2OC(C)(C)C(O2)(C)C. Isolated yield 94.0%. The reactants are CC(C)(C)OC(=O)N1CCc2nc(NC(=O)c3cccc4nc(NC(=O)c5cc6ccccc6cn5)[nH]c34)sc2C1, CO, Cl. Product: O=C(Nc1nc2cccc(C(=O)Nc3nc4c(s3)CNCC4)c2[nH]1)c1cc2ccccc2cn1. RXN SMILES: [C:1]([O:2][C:3](=[O:4])[N:8]1[CH2:9][c:10]2[c:11]([n:14][c:15]([NH:17][C:18](=[O:19])[c:20]3[cH:21][cH:22][cH:23][c:24]4[n:25][c:26]([NH:29][C:30](=[O:31])[c:32]5[n:33][cH:34][c:35]6[cH:36][cH:37][cH:38][cH:39][c:40]6[cH:41]5)[nH:27][c:28]34)[s:16]2)[CH2:12][CH2:13]1)([CH3:5])([CH3:6])[CH3:7].[CH3:43][OH:44].[ClH:42]>>[NH:8]1[CH2:9][c:10]2[c:11]([n:14][c:15]([NH:17][C:18](=[O:19])[c:20]3[cH:21][cH:22][cH:23][c:24]4[n:25][c:26]([NH:29][C:30](=[O:31])[c:32]5[n:33][cH:34][c:35]6[cH:36][cH:37][cH:38][cH:39][c:40]6[cH:41]5)[nH:27][c:28]34)[s:16]2)[CH2:12][CH2:13]1.